From a dataset of the Open Reaction Database (ORD), a public repository of structured organic reaction records. describe an organic reaction: reactants, conditions, products, and yield The reactants are IC=1C=C(C(=CC1)OC)OC (4-Iodoveratrole), BrBr (bromine), BrBr (bromine), S([O-])(O)=O.[Na+] (sodium bisulfite). Run in C(C)(=O)O (acetic acid), C(C)(=O)O (acetic acid), O (water). Run at time 1 hour. The product is BrC=1C=C(C(=CC1I)OC)OC (4-bromo-5-iodoveratrole). Yield: 95.0%. Reaction SMILES: [I:1][C:2]1[CH:3]=[C:4]([O:10][CH3:11])[C:5]([O:8][CH3:9])=[CH:6][CH:7]=1.[Br:12]Br.S(=O)(O)[O-].[Na+]>C(O)(=O)C.O>[Br:12][C:7]1[CH:6]=[C:5]([O:8][CH3:9])[C:4]([O:10][CH3:11])=[CH:3][C:2]=1[I:1] |f:2.3|. Reported procedure: 4-Iodoveratrole (26.0 g, 0.0985M) in acetic acid (25 ml) was treated with bromine (6.5 ml, 0.127M) in acetic acid (30 ml) and stirred at room temperature for one hour. The mixture was diluted with water (300 ml) and treated with sodium bisulfite to discharge the excess bromine. The white solid was filtered, washed with water and dried in vacuo over P2O5 to give 4-bromo-5-iodoveratrole (33.0 g, 95% yield) as a white solid, mp 98°-100° C. (literature: Baker et al., J. Chem. Soc. 3986 (1961), mp 10... Reaction SMILES: [Br:35][c:36]1[s:37][cH:38][cH:39][n:40]1.[CH2:1]([CH:2]=[CH2:3])[C:4]1([c:28]2[cH:29][cH:30][c:31]([F:34])[cH:32][cH:33]2)[CH2:5][CH2:6][N:7]([CH:11]([CH3:12])[c:13]2[cH:14][cH:15][c:16]([B:19]3[O:20][C:21]([CH3:22])([CH3:23])[C:24]([CH3:25])([CH3:26])[O:27]3)[cH:17][cH:18]2)[C:8](=[O:10])[O:9]1.[CH2:48]1[O:49][CH2:50][CH2:51][CH2:52]1.[CH3:53][CH2:54][O:55][C:56]([CH3:57])=[O:58].[Na+:41].[Na+:42].[O-:43][S:44]([O-:45])(=[O:46])=[O:47].[Pd:59]([Cl:60])[Cl:61].[c:62]1([P:63]([c:64]2[cH:65][cH:66][cH:67][cH:68][cH:69]2)[c:70]2[cH:71][cH:72][cH:73][cH:74][cH:75]2)[cH:76][cH:77][cH:78][cH:79][cH:80]1.[c:81]1([P:82]([c:83]2[cH:84][cH:85][cH:86][cH:87][cH:88]2)[c:89]2[cH:90][cH:91][cH:92][cH:93][cH:94]2)[cH:95][cH:96][cH:97][cH:98][cH:99]1>>[CH2:1]([CH:2]=[CH2:3])[C:4]1([c:28]2[cH:29][cH:30][c:31]([F:34])[cH:32][cH:33]2)[CH2:5][CH2:6][N:7]([CH:11]([CH3:12])[c:13]2[cH:14][cH:15][c:16](-[c:36]3[s:37][cH:38][cH:39][n:40]3)[cH:17][cH:18]2)[C:8](=[O:10])[O:9]1. The product is C=CCC1(c2ccc(F)cc2)CCN(C(C)c2ccc(-c3nccs3)cc2)C(=O)O1. Starting materials: Brc1nccs1, C=CCC1(c2ccc(F)cc2)CCN(C(C)c2ccc(B3OC(C)(C)C(C)(C)O3)cc2)C(=O)O1, C1CCOC1, CCOC(C)=O, [Na+], [Na+], O=S(=O)([O-])[O-], Cl[Pd]Cl, c1ccc(P(c2ccccc2)c2ccccc2)cc1, c1ccc(P(c2ccccc2)c2ccccc2)cc1. Reported procedure: A solution of Oxone (trade mark)(potassium peroxymonosulphate) (44 g, 71.7 mmol) in water (200 ml) was added dropwise over 2 hours to a solution of N-(2,2-diphenylethyl)-2-(methylsulfanyl)-9-(tetrahydro-2H-pyran-2-yl)-9H-purin-6-amine (Preparation 3) (25 g, 56.2 mmol) and sodium hydrogencarbonate (20 g, 238 mmol) in acetone (1000 ml) and water (250 ml). The resultant mixture was stirred at room temperature for 24 hours, filtered and the residue washed with acetone. The acetone was removed from t... Reactants: Oxone (trade mark)(potassium peroxymonosulphate), C1(=CC=CC=C1)C(CNC1=C2N=CN(C2=NC(=N1)SC)C1OCCCC1)C1=CC=CC=C1 (N-(2,2-diphenylethyl)-2-(methylsulfanyl)-9-(tetrahydro-2H-pyran-2-yl)-9H-purin-6-amine), C(O)([O-])=O.[Na+] (sodium hydrogencarbonate), O (water), O (water), resultant mixture. Yields the product C1(=CC=CC=C1)C(CNC1=C2N=CN(C2=NC(=N1)S(=O)(=O)C)C1OCCCC1)C1=CC=CC=C1 (N-(2,2-Diphenylethyl)-2-(methylsulfonyl)-9-(tetrahydro-2H-pyran-2-yl)-9H-purin-6-amine). Solvent: CC(=O)C (acetone). RXN SMILES: [C:1]1([CH:7]([C:27]2[CH:32]=[CH:31][CH:30]=[CH:29][CH:28]=2)[CH2:8][NH:9][C:10]2[N:18]=[C:17]([S:19][CH3:20])[N:16]=[C:15]3[C:11]=2[N:12]=[CH:13][N:14]3[CH:21]2[CH2:26][CH2:25][CH2:24][CH2:23][O:22]2)[CH:6]=[CH:5][CH:4]=[CH:3][CH:2]=1.C(=O)([O-])[OH:34].[Na+].[OH2:38]>CC(C)=O>[C:27]1([CH:7]([C:1]2[CH:2]=[CH:3][CH:4]=[CH:5][CH:6]=2)[CH2:8][NH:9][C:10]2[N:18]=[C:17]([S:19]([CH3:20])(=[O:34])=[O:38])[N:16]=[C:15]3[C:11]=2[N:12]=[CH:13][N:14]3[CH:21]2[CH2:26][CH2:25][CH2:24][CH2:23][O:22]2)[CH:32]=[CH:31][CH:30]=[CH:29][CH:28]=1 |f:1.2|. The reactants are C(C)OC(CBr)OCC (Bromoacetaldehyde-diethyl-acetal), OC1=CC=C(C=O)C=C1 (p-hydroxybenzaldehyde). The solvent is CN1C(CCC1)=O (N-methylpyrrolidone), C(C)OCC (diethyl ether). Yields the product C(C)OC(COC1=CC=C(C=C1)C=O)OCC (p-formylphenoxy-acetaldehyde-diethyl-acetal). Yield: 96.6%. Reaction SMILES: [CH2:1]([O:3][CH:4]([O:7][CH2:8][CH3:9])[CH2:5]Br)[CH3:2].[OH:10][C:11]1[CH:18]=[CH:17][C:14]([CH:15]=[O:16])=[CH:13][CH:12]=1>CN1CCCC1=O.C(OCC)C>[CH2:1]([O:3][CH:4]([O:7][CH2:8][CH3:9])[CH2:5][O:10][C:11]1[CH:18]=[CH:17][C:14]([CH:15]=[O:16])=[CH:13][CH:12]=1)[CH3:2]. Procedure: Bromoacetaldehyde-diethyl-acetal (98.5 g, 0.5 m) and p-hydroxybenzaldehyde (76.4 g, 0.63 m) were dissolved in N-methylpyrrolidone (250 cm3) and heated at 120° for 12 hours. The reaction mixture was cooled, diluted with diethyl ether and the ether layer was extracted four times with 5% sodium hydroxide solution to remove excess of p-hydroxybenzaldehyde. The ether was removed and the product distilled under reduced pressure to give 115 g (97%) of p-formylphenoxy-acetaldehyde-diethyl-acetal, b. 139... Starting materials: C1(C2=C(C(=O)O1)CCCC2)=O (3,4,5,6-tetrahydrophthalic anhydride), C(C)(=O)O (acetic acid), C(#N)CCC=1C=C(N)C=CC1Cl (3-(2-cyanoethyl)-4-chloroaniline). The solvent is O (water). Yields the product C(#N)CCC=1C=C(C=CC1Cl)N1C(C2=C(C1=O)CCCC2)=O (N-[3-(2-Cyanoethyl)-4-chlorophenyl]-3,4,5,6-tetrahydrophthalimide). Yield: 86.0%. As a reaction SMILES: [C:1]1(=[O:11])[O:6][C:4](=O)[C:3]2[CH2:7][CH2:8][CH2:9][CH2:10][C:2]1=2.C(O)(=O)C.[C:16]([CH2:18][CH2:19][C:20]1[CH:21]=[C:22]([CH:24]=[CH:25][C:26]=1[Cl:27])[NH2:23])#[N:17]>O>[C:16]([CH2:18][CH2:19][C:20]1[CH:21]=[C:22]([N:23]2[C:1](=[O:11])[C:2]3[CH2:10][CH2:9][CH2:8][CH2:7][C:3]=3[C:4]2=[O:6])[CH:24]=[CH:25][C:26]=1[Cl:27])#[N:17]. Procedure details: To a stirred slurry of 5.0 g of 3,4,5,6-tetrahydrophthalic anhydride in 5 ml. of glacial acetic acid under N2 is added 7.5 g of 3-(2-cyanoethyl)-4-chloroaniline and the mixture heated to reflux for 2 hours. The reaction mixture is cooled to room temperature, water is added together with several mls. of conc. HCl and the mixture extracted with ether. The combined ether extracts are washed with saturated brine and then dried over MgSO4. Filtration and removal of the solvent yielded 8.9 g of a brow...